From a dataset of the Open Reaction Database (ORD), a public repository of structured organic reaction records. describe an organic reaction: reactants, conditions, products, and yield Starting materials: CN1C(CCCC1)=O (1-methyl-piperidone), P(O)(O)(O)=O (phosphoric acid), N1C=CC2=CC=CC=C12 (1H-indole). The solvent is C(C)(=O)O (acetic acid). Yields the product CN1CCC(=CC1)C1=CNC2=CC=CC=C12 (3-(1-methyl-1,2,3,6-tetrahydropyridin-4-yl)-1H-indole). RXN SMILES: [CH3:1][N:2]1[CH2:7][CH2:6][CH2:5][CH2:4][C:3]1=O.[NH:9]1[C:17]2[C:12](=[CH:13][CH:14]=[CH:15][CH:16]=2)[CH:11]=[CH:10]1.P(=O)(O)(O)O>C(O)(=O)C>[CH3:1][N:2]1[CH2:7][CH:6]=[C:5]([C:11]2[C:12]3[C:17](=[CH:16][CH:15]=[CH:14][CH:13]=3)[NH:9][CH:10]=2)[CH2:4][CH2:3]1. Procedure details: Using the same procedure of Example 1, 1-methyl-piperidone and 1H-indole were condensed in refluxing acetic acid in the presence of phosphoric acid to obtain 3-(1-methyl-1,2,3,6-tetrahydropyridin-4-yl)-1H-indole melting at 228°~229° C.